From a dataset of the Open Reaction Database (ORD), a public repository of structured organic reaction records. describe an organic reaction: reactants, conditions, products, and yield The reactants are CN (Methylamine), FC(C1=CC=C(C=O)C=C1)(F)F (4-(trifluoromethyl)benzaldehyde), [O-]S(=O)(=O)[O-].[Mg+2] (MgSO4). Solvent: C1=CC=CC=C1 (benzene). The product is FC(C1=CC=C(C=CN)C=C1)(F)F (N-[4-(trifluoromethyl)benzylidene]methylamine). RXN SMILES: [CH3:1][NH2:2].[F:3][C:4]([F:14])([F:13])[C:5]1[CH:12]=[CH:11][C:8]([CH:9]=O)=[CH:7][CH:6]=1.[O-]S([O-])(=O)=O.[Mg+2]>C1C=CC=CC=1>[F:3][C:4]([F:14])([F:13])[C:5]1[CH:12]=[CH:11][C:8]([CH:9]=[CH:1][NH2:2])=[CH:7][CH:6]=1 |f:2.3|. Procedure: Methylamine was passed into a solution of about 10.1 g of 4-(trifluoromethyl)benzaldehyde in about 100 ml of benzene over MgSO4 for four hours with stirring. The solution was filtered, and then the solvent was evaporated to give N-[4-(trifluoromethyl)benzylidene]methylamine as an oil. This was taken up in benzene and catalytically (5% Pd/C) hydrogenated to give the title product.